From a dataset of the Open Reaction Database (ORD), a public repository of structured organic reaction records. describe an organic reaction: reactants, conditions, products, and yield The reactants are CCOC(=O)CNS(=O)(=O)c1cnc(N)s1, O=C(O)CNS(=O)(=O)c1cnc(NC(=O)N(C2CCCCC2)C2CCCCC2)s1, O=C(Nc1nccs1)N(C1CCCC1)C1CCCC1. Product: CC1CCC(N(C(=O)Nc2ncc(S(=O)(=O)NCC(=O)O)s2)C2CCCCC2)CC1. Reaction SMILES: [CH2:49]([O:50][C:51](=[O:52])[CH2:53][NH:54][S:55]([c:56]1[s:57][c:58]([NH2:59])[n:60][cH:61]1)(=[O:62])=[O:63])[CH3:64].[CH:1]1([N:7]([C:8]([NH:9][c:10]2[s:11][c:12]([S:15](=[O:16])(=[O:17])[NH:18][CH2:19][C:20](=[O:21])[OH:22])[cH:13][n:14]2)=[O:23])[CH:24]2[CH2:25][CH2:26][CH2:27][CH2:28][CH2:29]2)[CH2:2][CH2:3][CH2:4][CH2:5][CH2:6]1.[CH:30]1([N:31]([CH:32]2[CH2:33][CH2:34][CH2:35][CH2:36]2)[C:37]([NH:38][c:39]2[s:40][cH:41][cH:42][n:43]2)=[O:44])[CH2:45][CH2:46][CH2:47][CH2:48]1>>[CH:1]1([N:7]([C:8]([NH:9][c:10]2[s:11][c:12]([S:15](=[O:16])(=[O:17])[NH:18][CH2:19][C:20](=[O:21])[OH:22])[cH:13][n:14]2)=[O:23])[CH:24]2[CH2:25][CH2:26][CH2:27][CH2:28][CH2:29]2)[CH2:2][CH2:3][CH:4]([CH3:30])[CH2:5][CH2:6]1. The reactants are CO, Cl, Cc1cc(Nc2cccc(C(=O)Nc3ccc([N+](=O)[O-])cc3)c2)nc(N)n1. Product: Cl, Cc1cc(Nc2cccc(C(=O)Nc3ccc(N)cc3)c2)nc(N)n1. RXN SMILES: [CH3:29][OH:30].[ClH:1].[NH2:2][c:3]1[n:4][c:5]([CH3:28])[cH:6][c:7]([NH:9][c:10]2[cH:11][c:12]([C:13](=[O:14])[NH:15][c:16]3[cH:17][cH:18][c:19]([N+:22]([O-:23])=[O:24])[cH:20][cH:21]3)[cH:25][cH:26][cH:27]2)[n:8]1>>[ClH:1].[NH2:2][c:3]1[n:4][c:5]([CH3:28])[cH:6][c:7]([NH:9][c:10]2[cH:11][c:12]([C:13](=[O:14])[NH:15][c:16]3[cH:17][cH:18][c:19]([NH2:22])[cH:20][cH:21]3)[cH:25][cH:26][cH:27]2)[n:8]1. Reactants: [H-].[Na+] (Sodium hydride), ClC1=CC(=CC=2C3=C(NC12)CCN(CC3)C(=O)OC(C)(C)C)Cl (tert-butyl 7,9-dichloro-1,4,5,6-tetrahydroazepino[4,5-b]indole-3(2H)-carboxylate), BrCCOC1=CC=CC=C1 (β-bromophenetole). The solvent is CN(C)C=O (DMF). Reaction conditions: time 30 minute. Yields the product ClC1=CC(=CC=2C3=C(N(C12)CCOC1=CC=CC=C1)CCN(CC3)C(=O)OC(C)(C)C)Cl (tert-Butyl 7,9-dichloro-6-(2-phenoxyethyl)-1,4,5,6-tetrahydroazepino[4,5-b]indole-3(2H)-carboxylate). Isolated yield 77.0%. Reaction SMILES: [H-].[Na+].[Cl:3][C:4]1[C:12]2[NH:11][C:10]3[CH2:13][CH2:14][N:15]([C:18]([O:20][C:21]([CH3:24])([CH3:23])[CH3:22])=[O:19])[CH2:16][CH2:17][C:9]=3[C:8]=2[CH:7]=[C:6]([Cl:25])[CH:5]=1.Br[CH2:27][CH2:28][O:29][C:30]1[CH:35]=[CH:34][CH:33]=[CH:32][CH:31]=1>CN(C=O)C>[Cl:3][C:4]1[C:12]2[N:11]([CH2:27][CH2:28][O:29][C:30]3[CH:35]=[CH:34][CH:33]=[CH:32][CH:31]=3)[C:10]3[CH2:13][CH2:14][N:15]([C:18]([O:20][C:21]([CH3:22])([CH3:24])[CH3:23])=[O:19])[CH2:16][CH2:17][C:9]=3[C:8]=2[CH:7]=[C:6]([Cl:25])[CH:5]=1 |f:0.1|. Procedure: Sodium hydride (60% dispersion in mineral oil, 51 mg, 1.3 mmol) was added to a solution of tert-butyl 7,9-dichloro-1,4,5,6-tetrahydroazepino[4,5-b]indole-3(2H)-carboxylate (0.30 g, 0.84 mmol) in DMF (5 mL). After 30 min, β-bromophenetole was added (0.23 mL). The reaction was quenched with saturated aqueous NH4Cl after 18 h and extracted with EtOAc (1×50 mL, 2×20 mL). The combined organic extracts were washed with brine, dried over Na2SO4, decanted, and concentrated. The crude product was purifie... The reactants are [BH4-], O=C(Cc1cccc(Br)c1)Cc1cccc(Br)c1, C1CCOC1, CC(=O)O, CC(C)O, [Na+]. The product is OC(Cc1cccc(Br)c1)Cc1cccc(Br)c1. RXN SMILES: [BH4-:2].[Br:3][c:4]1[cH:5][c:6]([CH2:7][C:8](=[O:9])[CH2:10][c:11]2[cH:12][c:13]([Br:17])[cH:14][cH:15][cH:16]2)[cH:18][cH:19][cH:20]1.[CH2:29]1[O:30][CH2:31][CH2:32][CH2:33]1.[CH3:25][C:26](=[O:27])[OH:28].[CH:21]([OH:22])([CH3:23])[CH3:24].[Na+:1]>>[Br:3][c:4]1[cH:5][c:6]([CH2:7][CH:8]([OH:9])[CH2:10][c:11]2[cH:12][c:13]([Br:17])[cH:14][cH:15][cH:16]2)[cH:18][cH:19][cH:20]1. The reactants are [H-].[Na+] (sodium hydride), O1CCCC1 (tetrahydrofuran), BrC=1C=C(C(=O)OCC)C=CC1O (ethyl 3-bromo-4-hydroxybenzoate), COCCl (chloromethyl methyl ether). Solvent: C(C)(=O)OCC (ethyl acetate). Run at time 30 minute. Yields the product BrC=1C=C(C(=O)OCC)C=CC1OCOC (ethyl 3-bromo-4-methoxymethoxybenzoate). RXN SMILES: [H-].[Na+].[O:3]1[CH2:7]CC[CH2:4]1.[Br:8][C:9]1[CH:10]=[C:11]([CH:17]=[CH:18][C:19]=1[OH:20])[C:12]([O:14][CH2:15][CH3:16])=[O:13].COCCl>C(OCC)(=O)C>[Br:8][C:9]1[CH:10]=[C:11]([CH:17]=[CH:18][C:19]=1[O:20][CH2:4][O:3][CH3:7])[C:12]([O:14][CH2:15][CH3:16])=[O:13] |f:0.1|. Reported procedure: 5.5 g of sodium hydride was added to a tetrahydrofuran (300 ml) solution of 20.5 g of ethyl 3-bromo-4-hydroxybenzoate produced according to the method described in Monatsh. Chem.; 22; 1901; 437, with cooling with ice, and the reaction liquid was stirred for 30 minutes, and then, at the same temperature, 10 ml of chloromethyl methyl ether was added to the reaction liquid, and the reaction liquid was stirred overnight at room temperature. The reaction liquid was diluted with ethyl acetate, and was... Procedure: Into a 200-ml stainless steel-made autoclave was placed 3.56 g (0.0143 mole) of methyl 2-benzamidomethyl-3-oxobutyrate. After nitrogen replacement, 7 ml of a separately prepared dichloromethane/methanol (7/1 by volume) mixed solvent solution containing 0.01 g (0.00894 mmole) of [RuI(p-Cymene)((-)-OcH-BINAP)]I as obtained in Example 5 was added. The resulting mixture was stirred at a hydrogen pressure of 50 kg/cm2 and a temperature of 65° C. for 20 hours. After the reaction, the reaction mixture ... Run in ClCCl.CO (dichloromethane methanol). Yields the product C(C1=CC=CC=C1)(=O)NCC(C(=O)OC)C(C)O (methyl 2-benzamidomethyl-3-hydroxybutyrate). Isolated yield 77.6%. Starting materials: stainless steel, [H][H] (hydrogen), C(C1=CC=CC=C1)(=O)NCC(C(=O)OC)C(C)=O (methyl 2-benzamidomethyl-3-oxobutyrate), [RuI(p-Cymene)((-)-OcH-BINAP)]I. Reaction SMILES: [C:1]([NH:9][CH2:10][CH:11]([C:16](=[O:18])[CH3:17])[C:12]([O:14][CH3:15])=[O:13])(=[O:8])[C:2]1[CH:7]=[CH:6][CH:5]=[CH:4][CH:3]=1.[H][H]>ClCCl.CO>[C:1]([NH:9][CH2:10][CH:11]([CH:16]([OH:18])[CH3:17])[C:12]([O:14][CH3:15])=[O:13])(=[O:8])[C:2]1[CH:3]=[CH:4][CH:5]=[CH:6][CH:7]=1 |f:2.3|. Conditions: time 20 hour.